From a dataset of the Open Reaction Database (ORD), a public repository of structured organic reaction records. describe an organic reaction: reactants, conditions, products, and yield The reactants are CCN=C=O, Nc1cccc(Oc2ccc3nc(NC(=O)C4CC4)cn3n2)c1, c1ccncc1. The product is CCNC(=O)Nc1cccc(Oc2ccc3nc(NC(=O)C4CC4)cn3n2)c1. RXN SMILES: [CH2:24]([CH3:25])[N:26]=[C:27]=[O:28].[NH2:1][c:2]1[cH:3][c:4]([O:5][c:6]2[cH:7][cH:8][c:9]3[n:10]([n:11]2)[cH:12][c:13]([NH:15][C:16](=[O:17])[CH:18]2[CH2:19][CH2:20]2)[n:14]3)[cH:21][cH:22][cH:23]1.[cH:29]1[cH:30][cH:31][n:32][cH:33][cH:34]1>>[NH:1]([c:2]1[cH:3][c:4]([O:5][c:6]2[cH:7][cH:8][c:9]3[n:10]([n:11]2)[cH:12][c:13]([NH:15][C:16](=[O:17])[CH:18]2[CH2:19][CH2:20]2)[n:14]3)[cH:21][cH:22][cH:23]1)[C:27]([NH:26][CH2:24][CH3:25])=[O:28]. Reactants: FC1=CC=C(C=C1)C(O)(C1CCNCC1)C1=CC=C(C=C1)F (α,α-bis-(p-fluorophenyl)-4-piperidinemethanol), ClCCC1N(C(OC1)=O)CC (2-chloroethyl-3-ethyl-2-oxazolidinone), C([O-])([O-])=O.[Na+].[Na+] (sodium carbonate), [I-].[K+] (potassium iodide), C(C(=O)O)(=O)O (oxalic acid). The solvent is C(CCC)O (1-butanol). Yields the product O.C(C(=O)O)(=O)O.FC1=CC=C(C=C1)C(C1CCN(CC1)CCC1CN(C(O1)=O)CC)(O)C1=CC=C(C=C1)F (5-[2-[4-[Bis(4-fluorophenyl)hydroxymethyl]-1-piperidinyl]ethyl]-3-ethyl-2-oxazolidinone oxalate hydrate). The yield is 64.0%. RXN SMILES: [F:1][C:2]1[CH:7]=[CH:6][C:5]([C:8]([C:16]2[CH:21]=[CH:20][C:19]([F:22])=[CH:18][CH:17]=2)([CH:10]2[CH2:15][CH2:14][NH:13][CH2:12][CH2:11]2)[OH:9])=[CH:4][CH:3]=1.ClCC[CH:26]1[CH2:30][O:29][C:28](=[O:31])[N:27]1[CH2:32][CH3:33].C(=O)([O-])[O-].[Na+].[Na+].[I-].[K+].[C:42]([OH:47])(=[O:46])[C:43]([OH:45])=[O:44]>C(O)CCC>[OH2:9].[C:42]([OH:47])(=[O:46])[C:43]([OH:45])=[O:44].[F:1][C:2]1[CH:7]=[CH:6][C:5]([C:8]([C:16]2[CH:17]=[CH:18][C:19]([F:22])=[CH:20][CH:21]=2)([OH:9])[CH:10]2[CH2:11][CH2:12][N:13]([CH2:42][CH2:43][CH:30]3[O:29][C:28](=[O:31])[N:27]([CH2:32][CH3:33])[CH2:26]3)[CH2:14][CH2:15]2)=[CH:4][CH:3]=1 |f:2.3.4,5.6,9.10.11|. Procedure details: This compound was prepared according to the procedure of Example 1. A mixture of 4.5 g (0.015 mole) of α,α-bis-(p-fluorophenyl)-4-piperidinemethanol, 2.7 g (0.015 mole) of 5-(2-chloroethyl-3-ethyl-2-oxazolidinone, 5.3 g (0.05 mole) of anhydrous sodium carbonate and 0.4 g of potassium iodide in 100 ml of 1-butanol gave a glass as residue. The glass was converted to the oxalic acid salt and the solid was recrystallized from absolute ethanol to yield 5.1 g (64%) of white solid, m.p. 130°-132° C.